Dataset: the Open Reaction Database (ORD), a public repository of structured organic reaction records. Task: describe an organic reaction: reactants, conditions, products, and yield Starting materials: CN1C(=NC2=NC(=CC=C21)C=O)COC2=CC=C(C=C2)C#N (1-methyl-2-[(4-cyanophenyl)oxymethyl]imidazo[4,5-b]pyridine-5-carbaldehyde), OO (hydrogen peroxide). Run in C(=O)O (formic acid). Run at time 12 hour. The product is CN1C(=NC2=NC(=CC=C21)C(=O)O)COC2=CC=C(C=C2)C#N (1-Methyl-2-[(4-cyanophenyl)oxymethyl]-5-carboxyimidazo[4,5-b]pyridine). RXN SMILES: [CH3:1][N:2]1[C:10]2[C:5](=[N:6][C:7]([CH:11]=[O:12])=[CH:8][CH:9]=2)[N:4]=[C:3]1[CH2:13][O:14][C:15]1[CH:20]=[CH:19][C:18]([C:21]#[N:22])=[CH:17][CH:16]=1.[OH:23]O>C(O)=O>[CH3:1][N:2]1[C:10]2[C:5](=[N:6][C:7]([C:11]([OH:23])=[O:12])=[CH:8][CH:9]=2)[N:4]=[C:3]1[CH2:13][O:14][C:15]1[CH:20]=[CH:19][C:18]([C:21]#[N:22])=[CH:17][CH:16]=1. Procedure details: 1.25 g (4.3 mmol) of 1-methyl-2-[(4-cyanophenyl)oxymethyl]imidazo[4,5-b]pyridine-5-carbaldehyde were dissolved in 10 mL formic acid and mixed at 0° C. with 1.0 mL hydrogen peroxide (33% strength). After 12 hours at 4° C., the white precipitate formed was suction filtered, washed with water, and dried at 40° C. Yield: 0.81 g (61% of theory), C16H12N4O3 (308.7). The reactants are C(C)OC(=O)C1=CN2C(CC(C3=C2C(C1=O)=CC(=C3Cl)Cl)=O)C (8,9-dichloro-5-methyl-6,7-dihydro-1,7-dioxo-1H,5H-benzo[ij]quinolizine-2-carboxylic acid ethyl ester). Solvent: Cl (hydrochloric acid), C(C)(=O)O (acetic acid). Reaction conditions: time 3 hour. Product: ClC1=C(C=C2C(C(=CN3C(CC(C1=C23)=O)C)C(=O)O)=O)Cl (8,9-dichloro-5-methyl-6,7-dihydro-1,7-dioxo-1H,5H-benzo[ij]quinolizine-2-carboxylic acid). Isolated yield 86.0%. RXN SMILES: C([O:3][C:4]([C:6]1[C:15](=[O:16])[C:14]2=[CH:17][C:18]([Cl:21])=[C:19]([Cl:20])[C:12]3=[C:13]2[N:8]([CH:9]([CH3:23])[CH2:10][C:11]3=[O:22])[CH:7]=1)=[O:5])C>Cl.C(O)(=O)C>[Cl:20][C:19]1[C:12]2=[C:13]3[N:8]([CH:9]([CH3:23])[CH2:10][C:11]2=[O:22])[CH:7]=[C:6]([C:4]([OH:5])=[O:3])[C:15](=[O:16])[C:14]3=[CH:17][C:18]=1[Cl:21]. Procedure: 7.08 g (0.02 mole) of 8,9-dichloro-5-methyl-6,7-dihydro-1,7-dioxo-1H,5H-benzo[ij]quinolizine-2-carboxylic acid ethyl ester was suspended in a mixture of 14 ml of concentrated hydrochloric acid and 56 ml of acetic acid, and this suspension was stirred at 110°-120° C. for 3 hours to hydrolyze the starting material. The resulting reaction solution was allowed to cool to room temperature. The precipitate which separated out was collected by filtration and washed with water to obtain 5.61 g (86.0% yi...